Dataset: the Open Reaction Database (ORD), a public repository of structured organic reaction records. Task: describe an organic reaction: reactants, conditions, products, and yield Starting materials: ClCC#N (chloroacetonitrile), CI (methyl iodide), CC(CC(C)=O)=O (2,4-pentanedione), C(=O)([O-])[O-].[K+].[K+] (K2CO3), C(=S)=S (CS2). Solvent: O (water), CN(C)C=O (DMF). Reaction conditions: temperature 0 celsius, time 10 minute. Product: C(C)(=O)C=1C(=C(SC1SC)C#N)C (4-Acetyl-3-methyl-5-methylsulfanyl-thiophene-2-carbonitrile). Reaction SMILES: [CH3:1][C:2](=[O:7])[CH2:3][C:4](=O)[CH3:5].[C:8]([O-])([O-])=O.[K+].[K+].[C:14](=[S:16])=[S:15].Cl[CH2:18][C:19]#[N:20].CI>CN(C=O)C.O>[C:2]([C:3]1[C:4]([CH3:5])=[C:18]([C:19]#[N:20])[S:15][C:14]=1[S:16][CH3:8])(=[O:7])[CH3:1] |f:1.2.3|. Procedure details: To a slurry of 2,4-pentanedione (20 mmol) and K2CO3 (3 equivalents, 60 mmol) in DMF (10 mL) was added CS2 (1.2 equivalents, 24 mmol) and the resulting mixture stirred for 10 minutes. The mixture was cooled to 0° C. then chloroacetonitrile (1.0 equivalent, 20 mmol) was added and the reaction stirred 1 hour then warmed to room temperature and stirred for an additional 2 hours. The reaction mixture was again cooled to 0° C. and methyl iodide (1.05 equivalents, 22 mmol) was added slowly. The resulti... Starting materials: Cl.C(C)(=N)N (Acetamidine hydrochloride), CO[Na] (CH3ONa), CC(C(=O)OC)C(=O)OC (dimethyl 2-methylmalonate). Run in CO (CH3OH). Run at temperature 0 celsius, time 30 minute. Product: CC1=NC(=C(C(=N1)O)C)O (2,5-dimethylpyrimidine-4,6-diol). Isolated yield 78.5%. As a reaction SMILES: CO[Na].Cl.[C:5]([NH2:8])(=[NH:7])[CH3:6].[CH3:9][CH:10]([C:15](OC)=[O:16])[C:11](OC)=[O:12]>CO>[CH3:6][C:5]1[N:8]=[C:11]([OH:12])[C:10]([CH3:9])=[C:15]([OH:16])[N:7]=1 |f:1.2|. Procedure: A solution of CH3ONa (5.02 g, 93 mmol) in CH3OH (31 mL) was cooled to 0° C. Acetamidine hydrochloride (3.21 g, 34 mmol) was added slowly. The reaction mixture was stirred at 0° C. for 30 min. Then dimethyl 2-methylmalonate (4.5 g, 31 mmol) was added. The mixture was stirred at 75° C. for 4 h, during which time a precipitate formed. The solid was filtered and dissolved in water and HCl (conc.) was added until pH 1-2. The white precipitate was filtered, and dried in vacuum to give 2,5-dimethylpyri... Isolated yield 50.0%. Reported procedure: 2-Chloro-1-phenyl-1H-indole-3-carboxaldehyde is reacted with piperidine as described in Example 2 to give, after flash chromatography, the title compound (50% yield). NMR (CDCl3) 10.23 (1H, s), 8.29 (1H, d), 7.59 (2H, m), 7.50 (1H, m), 7.40 (2H, d), 7.22 (1H, m), 7.11 (1H, t), 6.98 (1H, d), 3.25 (4H, m), 1.53 (2H, m), 1.42 (4H, m). Reactants: ClC=1N(C2=CC=CC=C2C1C=O)C1=CC=CC=C1 (2-Chloro-1-phenyl-1H-indole-3-carboxaldehyde), N1CCCCC1 (piperidine). As a reaction SMILES: Cl[C:2]1[N:3]([C:13]2[CH:18]=[CH:17][CH:16]=[CH:15][CH:14]=2)[C:4]2[C:9]([C:10]=1[CH:11]=[O:12])=[CH:8][CH:7]=[CH:6][CH:5]=2.[NH:19]1[CH2:24][CH2:23][CH2:22][CH2:21][CH2:20]1>>[N:19]1([C:2]2[N:3]([C:13]3[CH:18]=[CH:17][CH:16]=[CH:15][CH:14]=3)[C:4]3[C:9]([C:10]=2[CH:11]=[O:12])=[CH:8][CH:7]=[CH:6][CH:5]=3)[CH2:24][CH2:23][CH2:22][CH2:21][CH2:20]1. Yields the product N1(CCCCC1)C=1N(C2=CC=CC=C2C1C=O)C1=CC=CC=C1 (2-(Piperidin-1-yl)-1-phenyl-1H-indole-3-carboxaldehyde). The reactants are COC=1C=C2CCC3=C(N=C(S3)N)C2=CC1 (7-methoxy-4,5-dihydronaphtho[1,2-d]thiazol-2-amine). Run in ClCCl (dichloromethane). Conditions: time 8 hour. Product: NC=1SC2=C(N1)C1=CC=C(C=C1CC2)O (2-amino-4,5-dihydronaphtho[1,2-d]thiazol-7-ol). The yield is 95.2%. Reaction SMILES: C[O:2][C:3]1[CH:4]=[C:5]2[C:14](=[CH:15][CH:16]=1)[C:9]1[N:10]=[C:11]([NH2:13])[S:12][C:8]=1[CH2:7][CH2:6]2>ClCCl>[NH2:13][C:11]1[S:12][C:8]2[CH2:7][CH2:6][C:5]3[C:14](=[CH:15][CH:16]=[C:3]([OH:2])[CH:4]=3)[C:9]=2[N:10]=1. Procedure: To 7-methoxy-4,5-dihydronaphtho[1,2-d]thiazol-2-amine (15 mg, 0.065 mmol) into dichloromethane (2 mL), cooled to 0° C. was added borontribromide (0.258 mL, 0.258 mmol) slowly at 0° C. The reaction mixture was allowed to warm to room temperature and stirred at room temperature overnight. The reaction mixture was quenched by the slow addition of a few drops of MeOH and purified by prep. HPLC (Luna 5 u C18 21.2*100 mm column; 0%-100% 10mins gradient; Solvent A: 10% MeOH-90% H2O-0.1% TFA; Solvent B:... Reactants: [BH4-], CO, COCCNc1ccc(C#N)c(Oc2ccc(B3OC(C)(C)C(C)(C)O3)c(C=O)c2)n1, Cl, [Na+]. Yields the product COCCNc1ccc(C#N)c(Oc2ccc3c(c2)COB3O)n1. RXN SMILES: [BH4-:32].[CH3:35][OH:36].[CH:1]([c:3]1[cH:4][c:5]([O:6][c:7]2[c:8]([C:9]#[N:10])[cH:11][cH:12][c:13]([NH:15][CH2:16][CH2:17][O:18][CH3:19])[n:14]2)[cH:20][cH:21][c:22]1[B:23]1[O:24][C:25]([CH3:29])([CH3:30])[C:2]([CH3:26])([CH3:28])[O:27]1)=[O:31].[ClH:34].[Na+:33]>>[c:3]12[cH:4][c:5]([O:6][c:7]3[c:8]([C:9]#[N:10])[cH:11][cH:12][c:13]([NH:15][CH2:16][CH2:17][O:18][CH3:19])[n:14]3)[cH:20][cH:21][c:22]1[B:23]([OH:27])[O:24][CH2:25]2.